Dataset: the Open Reaction Database (ORD), a public repository of structured organic reaction records. Task: describe an organic reaction: reactants, conditions, products, and yield Starting materials: CC1(OB(OC1(C)C)C1=CC=C(OC(CO)C)C=C1)C (2-(4-(4,4,5,5-tetramethyl-1,3,2-dioxaborolan-2-yl)phenoxy)propan-1-ol), ClC=1C=C2C(=NC1I)N=C(N2)O[C@@H]2C[C@@H]([C@H](OC2)CO)O ((2R,3S,5R)-5-((6-chloro-5-iodo-1H-imidazo[4,5-b]pyridin-2-yl)oxy)-2-(hydroxymethyl)tetrahydro-2H-pyran-3-ol), [O-]P(=O)([O-])[O-].[K+].[K+].[K+] (potassium phosphate tribasic), N#N (N2), [1,1′-Bis(Diphenyl-phosphino)Ferrocene]Dichloropalladium(II). Run in O1CCOCC1 (dioxane), O (water), O (water), CCOC(=O)C (EtOAc). Run at temperature 80 celsius, time 3 hour. Product: ClC=1C=C2C(=NC1C1=CC=C(C=C1)OC(CO)C)N=C(N2)O[C@@H]2C[C@@H]([C@H](OC2)CO)O ((2R,3S,5R)-5-((6-chloro-5-(4-((1-hydroxypropan-2-yl)oxy)phenyl)-1H-imidazo[4,5-b]pyridin-2-yl)oxy)-2-(hydroxymethyl)tetrahydro-2H-pyran-3-ol). As a reaction SMILES: CC1(C)C(C)(C)OB([C:9]2[CH:19]=[CH:18][C:12]([O:13][CH:14]([CH3:17])[CH2:15][OH:16])=[CH:11][CH:10]=2)O1.[Cl:21][C:22]1[CH:23]=[C:24]2[NH:31][C:30]([O:32][C@H:33]3[CH2:38][O:37][C@H:36]([CH2:39][OH:40])[C@@H:35]([OH:41])[CH2:34]3)=[N:29][C:25]2=[N:26][C:27]=1I.[O-]P([O-])([O-])=O.[K+].[K+].[K+].N#N>O1CCOCC1.O.CCOC(C)=O>[Cl:21][C:22]1[CH:23]=[C:24]2[NH:31][C:30]([O:32][C@H:33]3[CH2:38][O:37][C@H:36]([CH2:39][OH:40])[C@@H:35]([OH:41])[CH2:34]3)=[N:29][C:25]2=[N:26][C:27]=1[C:9]1[CH:10]=[CH:11][C:12]([O:13][CH:14]([CH3:17])[CH2:15][OH:16])=[CH:18][CH:19]=1 |f:2.3.4.5|. Procedure: 2-(4-(4,4,5,5-tetramethyl-1,3,2-dioxaborolan-2-yl)phenoxy)propan-1-ol (61.3 mg, 0.220 mmol), (2R,3S,5R)-5-((6-chloro-5-iodo-1H-imidazo[4,5-b]pyridin-2-yl)oxy)-2-(hydroxymethyl)tetrahydro-2H-pyran-3-ol (75 mg, 0.176 mmol) and potassium phosphate tribasic (150 mg, 0.70 mmol) were dissolved in dioxane (600 μl) and water (600 μl). The mixture was sparged with N2 with for 15 min and [1,1′-Bis(Diphenyl-phosphino)Ferrocene]Dichloropalladium(II) (25.8 mg, 0.035 mmol) was added. The reaction was stirred ... The reactants are C1CCOC1, COC(=O)CCCC#Cc1cccc2c1C(=Cc1[nH]ccc1OC)C(=O)N2, [Li+], [OH-], O, O. Yields the product COc1cc[nH]c1C=C1C(=O)Nc2cccc(C#CCCCC(=O)O)c21. RXN SMILES: [CH2:31]1[O:32][CH2:33][CH2:34][CH2:35]1.[CH3:1][O:2][C:3]([CH2:4][CH2:5][CH2:6][C:7]#[C:8][c:9]1[c:10]2[c:14]([cH:15][cH:16][cH:17]1)[NH:13][C:12](=[O:18])[C:11]2=[CH:19][c:20]1[nH:21][cH:22][cH:23][c:24]1[O:25][CH3:26])=[O:27].[Li+:29].[OH-:28].[OH2:30].[OH2:36]>>[O:2]=[C:3]([CH2:4][CH2:5][CH2:6][C:7]#[C:8][c:9]1[c:10]2[c:14]([cH:15][cH:16][cH:17]1)[NH:13][C:12](=[O:18])[C:11]2=[CH:19][c:20]1[nH:21][cH:22][cH:23][c:24]1[O:25][CH3:26])[OH:27]. Reactants: C(=NC1CCCCC1)=NC1CCCCC1, CO, CN(CCc1ccc(F)cc1[N+](=O)[O-])CC(=O)O, [H][H], [Pt]. Yields the product CN1CCc2ccc(F)cc2NC(=O)C1. RXN SMILES: [CH2:21]1[CH2:22][CH2:23][CH:24]([N:25]=[C:26]=[N:27][CH:28]2[CH2:29][CH2:30][CH2:31][CH2:32][CH2:33]2)[CH2:34][CH2:35]1.[CH3:36][OH:37].[F:1][c:2]1[cH:3][c:4]([N+:16]([O-:17])=[O:18])[c:5]([CH2:8][CH2:9][N:10]([CH3:11])[CH2:12][C:13](=[O:14])[OH:15])[cH:6][cH:7]1.[H:19][H:20].[Pt:38]>>[F:1][c:2]1[cH:3][c:4]2[c:5]([cH:6][cH:7]1)[CH2:8][CH2:9][N:10]([CH3:11])[CH2:12][C:13](=[O:14])[NH:16]2. Reactants: NC(Cc1ccc(B(O)O)cc1)C(=O)O, Nc1nc(Cl)nc(OC(c2ccccc2)C(F)(F)F)n1, [Na+], [Na+], O=C([O-])[O-], O. As a reaction SMILES: [B:21]([OH:22])([OH:23])[c:24]1[cH:25][cH:26][c:27]([CH2:28][CH:29]([NH2:30])[C:31](=[O:32])[OH:33])[cH:34][cH:35]1.[Cl:1][c:2]1[n:3][c:4]([NH2:20])[n:5][c:6]([O:8][CH:9]([C:10]([F:11])([F:12])[F:13])[c:14]2[cH:15][cH:16][cH:17][cH:18][cH:19]2)[n:7]1.[Na+:36].[Na+:37].[O-:38][C:39](=[O:40])[O-:41].[OH2:42]>>[c:2]1(-[c:24]2[cH:25][cH:26][c:27]([CH2:28][CH:29]([NH2:30])[C:31](=[O:32])[OH:33])[cH:34][cH:35]2)[n:3][c:4]([NH2:20])[n:5][c:6]([O:8][CH:9]([C:10]([F:11])([F:12])[F:13])[c:14]2[cH:15][cH:16][cH:17][cH:18][cH:19]2)[n:7]1. The product is Nc1nc(OC(c2ccccc2)C(F)(F)F)nc(-c2ccc(CC(N)C(=O)O)cc2)n1. Reactants: (1r,2r)-(−)-n,n″-dimethylcyclohexane-1,2-diamine, NC1=N[C@]2([C@H](S(C13CCC3)(=O)=O)CCOC3=C2C=C(C=N3)Br)C ((4a′R,11b′R)-2′-amino-10′-bromo-11b′-methyl-4a′,5′,6′,11b′-tetrahydrospiro[cyclobutane-1,3′-pyrido[3′,2′:6,7]oxepino[4,5-b][1,4]thiazine]-4′,4′-dioxide), (+)-sodium 1-ascorbate, [N-]=[N+]=[N-].[Na+] (sodium azide), [NH4+].[Cl-].[NH4+].[OH-] (NH4Cl NH4OH). The reagents and catalysts are [Cu]I (copper(i) iodide). The solvent is CCO.O (EtOH water). Run at temperature 95 celsius. The product is NC1=N[C@]2([C@H](S(C13CCC3)(=O)=O)CCOC3=C2C=C(C=N3)N=[N+]=[N-])C ((4a′R,11b′R)-2′-amino-10′-azido-11b′-methyl-4a′,5′,6′,11b′-tetrahydrospiro[cyclobutane-1,3′-pyrido[3′,2′:6,7]oxepino[4,5-b][1,4]thiazine]-4′,4′-dioxide). Reaction SMILES: [NH2:1][C:2]1[C:7]2([CH2:10][CH2:9][CH2:8]2)[S:6](=[O:12])(=[O:11])[C@@H:5]2[CH2:13][CH2:14][O:15][C:16]3[N:21]=[CH:20][C:19](Br)=[CH:18][C:17]=3[C@@:4]2([CH3:23])[N:3]=1.[N-:24]=[N+:25]=[N-:26].[Na+].[NH4+].[Cl-].[NH4+].[OH-]>[Cu]I.CCO.O>[NH2:1][C:2]1[C:7]2([CH2:10][CH2:9][CH2:8]2)[S:6](=[O:12])(=[O:11])[C@@H:5]2[CH2:13][CH2:14][O:15][C:16]3[N:21]=[CH:20][C:19]([N:24]=[N+:25]=[N-:26])=[CH:18][C:17]=3[C@@:4]2([CH3:23])[N:3]=1 |f:1.2,3.4.5.6,8.9|. Procedure: A mixture of (4a′R,11b′R)-2′-amino-10′-bromo-11b′-methyl-4a′,5′,6′,11b′-tetrahydrospiro[cyclobutane-1,3′-pyrido[3′,2′:6,7]oxepino[4,5-b][1,4]thiazine]-4′,4′-dioxide (1.08 g, 2.70 mmol), (+)-sodium 1-ascorbate (0.053 g, 0.270 mmol), sodium azide (0.526 g, 8.09 mmol), and copper(i) iodide (0.103 g, 0.540 mmol) was purged with N2 followed by the addition of (1r,2r)-(−)-n,n″-dimethylcyclohexane-1,2-diamine (0.128 ml, 0.809 mmol) and EtOH/water (2/0.5 mL). The resulting mixture was heated at 95° C. f... Reactants: [Br-], Br[Mg]c1ccccc1, C1CCOC1, Cc1cc(C)c([Mg+])c(C)c1, Cc1cc(C)c(C(C)(C)O)c(C)c1. Yields the product C=C(C)c1c(C)cc(C)cc1C. As a reaction SMILES: [Br-:1].[Br:12][Mg:13][c:14]1[cH:15][cH:16][cH:17][cH:18][cH:19]1.[CH2:33]1[O:34][CH2:35][CH2:36][CH2:37]1.[CH3:2][c:3]1[cH:4][c:5]([CH3:6])[cH:7][c:8]([CH3:9])[c:10]1[Mg+:11].[c:20]1([CH3:32])[c:21]([C:28]([CH3:29])([CH3:30])[OH:31])[c:22]([CH3:27])[cH:23][c:24]([CH3:26])[cH:25]1>>[c:20]1([CH3:32])[c:21]([C:28](=[CH2:29])[CH3:30])[c:22]([CH3:27])[cH:23][c:24]([CH3:26])[cH:25]1. The reactants are C1CCOC1, CO, [Na+], [OH-], O, O=C(NCCc1ccc(-c2nnc[nH]2)cc1)C(F)(F)F. Yields the product NCCc1ccc(-c2nnc[nH]2)cc1. Reaction SMILES: [CH2:23]1[O:24][CH2:25][CH2:26][CH2:27]1.[CH3:28][OH:29].[Na+:22].[OH-:21].[OH2:30].[n:1]1[n:2][c:3](-[c:6]2[cH:7][cH:8][c:9]([CH2:10][CH2:11][NH:12][C:13](=[O:14])[C:15]([F:16])([F:17])[F:18])[cH:19][cH:20]2)[nH:4][cH:5]1>>[n:1]1[n:2][c:3](-[c:6]2[cH:7][cH:8][c:9]([CH2:10][CH2:11][NH2:12])[cH:19][cH:20]2)[nH:4][cH:5]1. Reactants: CC(COS(=O)(=O)C)(CN1CCCCC1)C (methanesulfonic acid 2,2-dimethyl-3-piperidin-1-yl-propyl ester), [I-].[Na+] (sodium iodide). Reaction conditions: temperature 95 celsius, time 3 hour. The product is ICC(CN1CCCCC1)(C)C (1-(3-Iodo-2,2-dimethyl-propyl)-piperidine). Reaction SMILES: [CH3:1][C:2]([CH3:16])([CH2:9][N:10]1[CH2:15][CH2:14][CH2:13][CH2:12][CH2:11]1)[CH2:3]OS(C)(=O)=O.[I-:17].[Na+]>>[I:17][CH2:3][C:2]([CH3:16])([CH3:1])[CH2:9][N:10]1[CH2:15][CH2:14][CH2:13][CH2:12][CH2:11]1 |f:1.2|. Reported procedure: In analogy to the procedure described for example 6D, methanesulfonic acid 2,2-dimethyl-3-piperidin-1-yl-propyl ester and sodium iodide stirred at 95° C. for 3 h gave the title compound as brown oil. MS: 282.1 (MH+). Reactants: OC1=C(C=C(C=C1)CC(C(=O)O)OC)OC (3-(4-hydroxy-3-methoxy-phenyl)-2-methoxy-propionic acid), [Si](C)(C)(C(C)(C)C)Cl (tert-butyl-dimethylsilyl chloride), N1C=NC=C1 (imidazole), O (Water). Run in C(Cl)Cl.CN(C)C=O (CH2Cl2 DMF). Conditions: time 8 hour. Yields the product C(C)(C)(C)[Si](OC1=C(C=C(C=C1)CC(C(=O)O)OC)OC)(C)C (3-[4-(tert-Butyl-dimethyl-silanyloxy)-3-methoxy-phenyl)-2-methoxy-propionic acid). Reaction SMILES: [OH:1][C:2]1[CH:7]=[CH:6][C:5]([CH2:8][CH:9]([O:13][CH3:14])[C:10]([OH:12])=[O:11])=[CH:4][C:3]=1[O:15][CH3:16].[Si:17](Cl)([C:20]([CH3:23])([CH3:22])[CH3:21])([CH3:19])[CH3:18].N1C=CN=C1.O>C(Cl)Cl.CN(C=O)C>[C:20]([Si:17]([CH3:19])([CH3:18])[O:1][C:2]1[CH:7]=[CH:6][C:5]([CH2:8][CH:9]([O:13][CH3:14])[C:10]([OH:12])=[O:11])=[CH:4][C:3]=1[O:15][CH3:16])([CH3:23])([CH3:22])[CH3:21] |f:4.5|. Reported procedure: To a solution of 3-(4-hydroxy-3-methoxy-phenyl)-2-methoxy-propionic acid (1.02 g, 4.87 mmol) in CH2Cl2-DMF (20 mL=10:1) was added tert-butyl-dimethylsilyl chloride (1.75 g, 11.68 mmol) and imidazole (0.70 g, 10.24 mmol). The resulting solution was stirred at room temperature overnight. Water (15 mL) was added, and the aqueous phase was extracted with hexanes (30 mL). The hexanes layer was washed with water (10 mL), dried (MgSO4), filtered, and concentrated. The crude product was dissolved in eth...